This data is from the Open Reaction Database (ORD), a public repository of structured organic reaction records. The task is: describe an organic reaction: reactants, conditions, products, and yield Starting materials: COCCOC, Cc1cc2ccccc2nc1Cl, [K+], [K+], O=C([O-])[O-], OB(O)c1ccccc1, c1ccc(P(c2ccccc2)c2ccccc2)cc1. Product: Cc1cc2ccccc2nc1-c1ccccc1. As a reaction SMILES: [CH3:47][O:48][CH2:49][CH2:50][O:51][CH3:52].[Cl:1][c:2]1[n:3][c:4]2[cH:5][cH:6][cH:7][cH:8][c:9]2[cH:10][c:11]1[CH3:12].[K+:41].[K+:42].[O-:43][C:44]([O-:45])=[O:46].[OH:13][B:14]([OH:15])[c:16]1[cH:17][cH:18][cH:19][cH:20][cH:21]1.[c:22]1([P:23]([c:24]2[cH:25][cH:26][cH:27][cH:28][cH:29]2)[c:30]2[cH:31][cH:32][cH:33][cH:34][cH:35]2)[cH:36][cH:37][cH:38][cH:39][cH:40]1>>[c:2]1(-[c:16]2[cH:17][cH:18][cH:19][cH:20][cH:21]2)[n:3][c:4]2[cH:5][cH:6][cH:7][cH:8][c:9]2[cH:10][c:11]1[CH3:12]. The reactants are C(CC\C=C/C\C=C/C\C=C/C\C=C/C\C=C/C\C=C/CC)(=O)NCCCC[C@@H](C(=O)OC(C)(C)C)NC(\C=C\C(=O)OC)=O ((S)-tert-butyl 6-((4Z,7Z,10Z,13Z,16Z,19Z)-docosa-4,7,10,13,16,19-hexaenamido)-2-((E)-4-methoxy-4-oxobut-2-enamido)hexanoate), Cl (HCl). Run in O1CCOCC1 (dioxane). Reaction conditions: time 2 hour. Yields the product C(CC\C=C/C\C=C/C\C=C/C\C=C/C\C=C/C\C=C/CC)(=O)NCCCC[C@@H](C(=O)O)NC(\C=C\C(=O)OC)=O ((S)-6-((4Z,7Z,10Z,13Z,16Z,19Z)-docosa-4,7,10,13,16,19-hexaenamido)-2-((E)-4-methoxy-4-oxobut-2-enamido)hexanoic acid). Isolated yield 35.2%. As a reaction SMILES: [C:1]([NH:24][CH2:25][CH2:26][CH2:27][CH2:28][C@H:29]([NH:37][C:38](=[O:45])/[CH:39]=[CH:40]/[C:41]([O:43][CH3:44])=[O:42])[C:30]([O:32]C(C)(C)C)=[O:31])(=[O:23])[CH2:2][CH2:3]/[CH:4]=[CH:5]\[CH2:6]/[CH:7]=[CH:8]\[CH2:9]/[CH:10]=[CH:11]\[CH2:12]/[CH:13]=[CH:14]\[CH2:15]/[CH:16]=[CH:17]\[CH2:18]/[CH:19]=[CH:20]\[CH2:21][CH3:22].Cl>O1CCOCC1>[C:1]([NH:24][CH2:25][CH2:26][CH2:27][CH2:28][C@H:29]([NH:37][C:38](=[O:45])/[CH:39]=[CH:40]/[C:41]([O:43][CH3:44])=[O:42])[C:30]([OH:32])=[O:31])(=[O:23])[CH2:2][CH2:3]/[CH:4]=[CH:5]\[CH2:6]/[CH:7]=[CH:8]\[CH2:9]/[CH:10]=[CH:11]\[CH2:12]/[CH:13]=[CH:14]\[CH2:15]/[CH:16]=[CH:17]\[CH2:18]/[CH:19]=[CH:20]\[CH2:21][CH3:22]. Procedure details: (S)-tert-butyl 6-((4Z,7Z,10Z,13Z,16Z,19Z)-docosa-4,7,10,13,16,19-hexaenamido)-2-((E)-4-methoxy-4-oxobut-2-enamido)hexanoate (500 mg) was taken up in 6 mL of a 4 N HCl solution in dioxane and stirred at room temperature under an inert atmosphere of argon for 2 h. The reaction mixture was concentrated under reduced pressure and the resulting residue was partitioned between 30 mL of EtOAc and 30 mL of water. The organic layer was further washed with brine until the pH of the water layer was close t... Reactants: CO, O=C(Nc1ccc(C=CCN2CCOCC2)c2ccccc12)c1cc(F)cc(N2CCOCC2)c1, [H][H]. Yields the product O=C(Nc1ccc(CCCN2CCOCC2)c2ccccc12)c1cc(F)cc(N2CCOCC2)c1. RXN SMILES: [CH3:38][OH:39].[F:1][c:2]1[cH:3][c:4]([C:5](=[O:6])[NH:7][c:8]2[cH:9][cH:10][c:11]([CH:18]=[CH:19][CH2:20][N:21]3[CH2:22][CH2:23][O:24][CH2:25][CH2:26]3)[c:12]3[cH:13][cH:14][cH:15][cH:16][c:17]23)[cH:27][c:28]([N:30]2[CH2:31][CH2:32][O:33][CH2:34][CH2:35]2)[cH:29]1.[H:36][H:37]>>[F:1][c:2]1[cH:3][c:4]([C:5](=[O:6])[NH:7][c:8]2[cH:9][cH:10][c:11]([CH2:18][CH2:19][CH2:20][N:21]3[CH2:22][CH2:23][O:24][CH2:25][CH2:26]3)[c:12]3[cH:13][cH:14][cH:15][cH:16][c:17]23)[cH:27][c:28]([N:30]2[CH2:31][CH2:32][O:33][CH2:34][CH2:35]2)[cH:29]1. The reactants are CCC(COS(C)(=O)=O)Nc1cc(C)nc(Oc2c(C)cc(OC)cc2C)c1C(=O)OC, CS(C)=O, CC#N, [I-], [Na+]. Yields the product CCC(CSC)Nc1cc(C)nc(Oc2c(C)cc(OC)cc2C)c1C(=O)OC. RXN SMILES: [CH3:1][O:2][C:3]([c:4]1[c:5]([O:21][c:22]2[c:23]([CH3:31])[cH:24][c:25]([O:29][CH3:30])[cH:26][c:27]2[CH3:28])[n:6][c:7]([CH3:20])[cH:8][c:9]1[NH:10][CH:11]([CH2:12][CH3:13])[CH2:14][O:15][S:16]([CH3:17])(=[O:18])=[O:19])=[O:32].[CH3:35][S:36]([CH3:37])=[O:38].[CH3:39][C:40]#[N:41].[I-:34].[Na+:33]>>[CH3:1][O:2][C:3]([c:4]1[c:5]([O:21][c:22]2[c:23]([CH3:31])[cH:24][c:25]([O:29][CH3:30])[cH:26][c:27]2[CH3:28])[n:6][c:7]([CH3:20])[cH:8][c:9]1[NH:10][CH:11]([CH2:12][CH3:13])[CH2:14][S:36][CH3:35])=[O:32]. The reactants are FC1=C(OC2=CC(=C(C=C2C2=CN(C3=C(N=CC=C32)OC)C)NS(=O)(=O)C)F)C=CC(=C1)F (N-(4-(2,4-difluorophenoxy)-2-fluoro-5-(7-methoxy-1-methyl-1H-pyrrolo[2,3-c]pyridin-3-yl)phenyl)methanesulfonamide), Cl (hydrogen chloride), O1CCOCC1 (dioxane). Run at temperature 70 celsius. Product: FC1=C(OC2=CC(=C(C=C2C2=CN(C=3C(NC=CC32)=O)C)NS(=O)(=O)C)F)C=CC(=C1)F (N-[4-(2,4-difluorophenoxy)-2-fluoro-5-(1-methyl-7-oxo-6,7-dihydro-1H-pyrrolo[2,3-c]pyridin-3-yl)phenyl]methanesulfonamide). Isolated yield 68.5%. RXN SMILES: [F:1][C:2]1[CH:32]=[C:31]([F:33])[CH:30]=[CH:29][C:3]=1[O:4][C:5]1[C:10]([C:11]2[C:19]3[C:14](=[C:15]([O:20]C)[N:16]=[CH:17][CH:18]=3)[N:13]([CH3:22])[CH:12]=2)=[CH:9][C:8]([NH:23][S:24]([CH3:27])(=[O:26])=[O:25])=[C:7]([F:28])[CH:6]=1.Cl.O1CCOCC1>>[F:1][C:2]1[CH:32]=[C:31]([F:33])[CH:30]=[CH:29][C:3]=1[O:4][C:5]1[C:10]([C:11]2[C:19]3[CH:18]=[CH:17][NH:16][C:15](=[O:20])[C:14]=3[N:13]([CH3:22])[CH:12]=2)=[CH:9][C:8]([NH:23][S:24]([CH3:27])(=[O:26])=[O:25])=[C:7]([F:28])[CH:6]=1. Procedure: The product from Example 11E (0.120 g, 0.252 mmol) and 4 M hydrogen chloride in dioxane (10 mL, 40.0 mmol) were combined and heated at 70° C. for 24 hours, cooled and concentrated. The residue was purified by reverse phase HPLC (C18, CH3CN/water (0.1% TFA), 10-100%) to afford the title compound (0.080 g, 68%). 1H NMR (300 MHz, DMSO-d6) δ ppm 10.95 (d, J=5.43 Hz, 1H) 9.57 (s, 1H) 7.41-7.55 (m, 3H) 7.23-7.34 (m, 1H) 7.05-7.15 (m, 1H) 6.86-6.93 (m, 1H) 6.79 (d, J=11.19 Hz, 1H) 6.51 (d, J=5.76 Hz, 1...